This data is from the Open Reaction Database (ORD), a public repository of structured organic reaction records. The task is: describe an organic reaction: reactants, conditions, products, and yield Reactants: C(CCCCCCCC=CCCCCCCCC)(=O)OC(CC(=O)NCC(=O)O)CCCCCCCC=CCCCCCCCC (N-[3-(9-octadecenoyloxy)-11-eicosenoyl]glycine), N[C@@H](CC1=CC=CC=C1)C(=O)O (L-phenylalanine). Product: C(CCCCCCCC=CCCCCCCCC)(=O)OC(CC(=O)NCC(=O)N[C@@H](CC1=CC=CC=C1)C(=O)O)CCCCCCCC=CCCCCCCCC (N-[N-[3-(9-octadecenoyloxy)-11-eicosenoyl]glycyl]-L-phenylalanine). Yield: 73.3%. RXN SMILES: [C:1]([O:20][CH:21]([CH2:30][CH2:31][CH2:32][CH2:33][CH2:34][CH2:35][CH2:36][CH:37]=[CH:38][CH2:39][CH2:40][CH2:41][CH2:42][CH2:43][CH2:44][CH2:45][CH3:46])[CH2:22][C:23]([NH:25][CH2:26][C:27]([OH:29])=O)=[O:24])(=[O:19])[CH2:2][CH2:3][CH2:4][CH2:5][CH2:6][CH2:7][CH2:8][CH:9]=[CH:10][CH2:11][CH2:12][CH2:13][CH2:14][CH2:15][CH2:16][CH2:17][CH3:18].[NH2:47][C@H:48]([C:56]([OH:58])=[O:57])[CH2:49][C:50]1[CH:55]=[CH:54][CH:53]=[CH:52][CH:51]=1>>[C:1]([O:20][CH:21]([CH2:30][CH2:31][CH2:32][CH2:33][CH2:34][CH2:35][CH2:36][CH:37]=[CH:38][CH2:39][CH2:40][CH2:41][CH2:42][CH2:43][CH2:44][CH2:45][CH3:46])[CH2:22][C:23]([NH:25][CH2:26][C:27]([NH:47][C@H:48]([C:56]([OH:58])=[O:57])[CH2:49][C:50]1[CH:55]=[CH:54][CH:53]=[CH:52][CH:51]=1)=[O:29])=[O:24])(=[O:19])[CH2:2][CH2:3][CH2:4][CH2:5][CH2:6][CH2:7][CH2:8][CH:9]=[CH:10][CH2:11][CH2:12][CH2:13][CH2:14][CH2:15][CH2:16][CH2:17][CH3:18]. Procedure: Starting from N-[3-(9-octadecenoyloxy)-11-eicosenoyl]glycine (2.0 g) prepared by the method described in Example 40 and L-phenylalanine (2.64 g), N-[N-[3-(9-octadecenoyloxy)-11-eicosenoyl]glycyl]-L-phenylalanine (1.8 g) was obtained as powders according to a similar manner to that of Example 29. The reactants are N(=[N+]=[N-])C1C(N(C2=C(N(C1=O)CC(=O)N(C1=CC=C(C=C1)OC)C(C)C)C=CC(=C2)F)C=2C=NC=CC2)=O (2-(3-azido-7-fluoro-2,4-dioxo-5-pyridin-3-yl-2,3,4,5-tetrahydro-benzo[b][1,4]diazepin-1-yl)-N-isopropyl-N-(4-methoxy-phenyl)-acetamide), [H][H] (hydrogen). Reagents/catalysts: [Pd] (palladium on carbon). Solvent: C(C)(=O)OCC (ethyl acetate). Product: NC1C(N(C2=C(N(C1=O)CC(=O)N(C1=CC=C(C=C1)OC)C(C)C)C=CC(=C2)F)C=2C=NC=CC2)=O (2-(3-Amino-7-Fluoro-2,4-dioxo-5-pyridin-3-yl-2,3,4,5-tetrahydrobenzo[b][1,4]diazepin-1-yl)-N-isopropyl-N-(4-methoxy-phenyl)-acetamide). Yield: 56.8%. RXN SMILES: [N:1]([CH:4]1[C:10](=[O:11])[N:9]([CH2:12][C:13]([N:15]([CH:24]([CH3:26])[CH3:25])[C:16]2[CH:21]=[CH:20][C:19]([O:22][CH3:23])=[CH:18][CH:17]=2)=[O:14])[C:8]2[CH:27]=[CH:28][C:29]([F:31])=[CH:30][C:7]=2[N:6]([C:32]2[CH:33]=[N:34][CH:35]=[CH:36][CH:37]=2)[C:5]1=[O:38])=[N+]=[N-].[H][H]>C(OCC)(=O)C.[Pd]>[NH2:1][CH:4]1[C:10](=[O:11])[N:9]([CH2:12][C:13]([N:15]([CH:24]([CH3:26])[CH3:25])[C:16]2[CH:17]=[CH:18][C:19]([O:22][CH3:23])=[CH:20][CH:21]=2)=[O:14])[C:8]2[CH:27]=[CH:28][C:29]([F:31])=[CH:30][C:7]=2[N:6]([C:32]2[CH:33]=[N:34][CH:35]=[CH:36][CH:37]=2)[C:5]1=[O:38]. Reported procedure: A solution of 152 mg of 2-(3-azido-7-fluoro-2,4-dioxo-5-pyridin-3-yl-2,3,4,5-tetrahydro-benzo[b][1,4]diazepin-1-yl)-N-isopropyl-N-(4-methoxy-phenyl)-acetamide in 10 mL of ethyl acetate was combined with 60 mg of palladium on carbon (10 wt %) and hydrogenated under a balloon of hydrogen gas for 16 hrs. The mixture was filtered, evaporated in vacuo and purified on flash grade silica gel using 3:7 methanol/ethyl acetate. The appropriate fractions were combined, evaporated in vacuo and dried under h... Reactants: ClC=1C=CC(=C(C1)C1=CC(N(C=C1OC)C(C(=O)OC(C)(C)C)CC1(COC1)CC)=O)C#N (tert-butyl 2-[4-(5-chloro-2-cyanophenyl)-5-methoxy-2-oxopyridin-1(2H)-yl]-3-(3-ethyloxetan-3-yl)propanoate), [OH-].[Li+] (lithium hydroxide). The product is ClC=1C=CC(=C(C1)C1=CC(N(C=C1OC)C(C(=O)O)CC1(COC1)CC)=O)C#N (2-[4-(5-Chloro-2-cyanophenyl)-5-methoxy-2-oxopyridin-1(2H)-yl]-3-(3-ethyloxetan-3-yl)propanoic acid). Reaction SMILES: [Cl:1][C:2]1[CH:3]=[CH:4][C:5]([C:32]#[N:33])=[C:6]([C:8]2[C:13]([O:14][CH3:15])=[CH:12][N:11]([CH:16]([CH2:24][C:25]3([CH2:29][CH3:30])[CH2:28][O:27][CH2:26]3)[C:17]([O:19]C(C)(C)C)=[O:18])[C:10](=[O:31])[CH:9]=2)[CH:7]=1.[OH-].[Li+]>>[Cl:1][C:2]1[CH:3]=[CH:4][C:5]([C:32]#[N:33])=[C:6]([C:8]2[C:13]([O:14][CH3:15])=[CH:12][N:11]([CH:16]([CH2:24][C:25]3([CH2:29][CH3:30])[CH2:28][O:27][CH2:26]3)[C:17]([OH:19])=[O:18])[C:10](=[O:31])[CH:9]=2)[CH:7]=1 |f:1.2|. Procedure details: 275 mg (599 μmol) of tert-butyl 2-[4-(5-chloro-2-cyanophenyl)-5-methoxy-2-oxopyridin-1(2H)-yl]-3-(3-ethyloxetan-3-yl)propanoate (racemate) and 3 ml of aqueous lithium hydroxide solution (1N) were reacted according to General Method 6B, giving the title compound. Yield: 193 mg (76% of theory)